Dataset: the Open Reaction Database (ORD), a public repository of structured organic reaction records. Task: describe an organic reaction: reactants, conditions, products, and yield The solvent is C1=CC=CC=C1 (benzene). Starting materials: [N+](=[N-])=C1C(NC2=CC=CC=C12)=O (3-diazooxindole), CC(C#C)=O (3-butyn-2-one). Isolated yield 66.6%. RXN SMILES: [N+:1](=[C:3]1[C:11]2[C:6](=[CH:7][CH:8]=[CH:9][CH:10]=2)[NH:5][C:4]1=[O:12])=[N-:2].[CH3:13][C:14](=[O:17])[C:15]#[CH:16]>C1C=CC=CC=1>[C:14]([C:15]1[CH:16]=[C:3]2[N:1]([C:4](=[O:12])[NH:5][C:6]3[CH:7]=[CH:8][CH:9]=[CH:10][C:11]=32)[N:2]=1)(=[O:17])[CH3:13]. The product is C(C)(=O)C1=NN2C(NC=3C=CC=CC3C2=C1)=O (2-Acetylpyrazolo[1,5-c]quinazolin-5(6H)-one). Reported procedure: A solution of 19.0 g (0.119 mole) of 3-diazooxindole and 10 g (0.147 mole) of 3-butyn-2-one in 800 ml of benzene is refluxed overnight. The reaction mixture is cooled to room temperature and the product filtered off (23.1 g). Recrystallization from methanol/chloroform gives 18.0 g of product with melting point 296°-299° (d). Further recrystallization from glacial acetic acid gives 14.2 g of pure product melting at 306°-308° (d). Reactants: C1CCOC1, CCCC[N+](CCCC)(CCCC)CCCC, [F-], Clc1cc(Cl)c(C#C[Si](c2ccccc2)(c2ccccc2)c2ccccc2)c(Cl)c1. Product: C#Cc1c(Cl)cc(Cl)cc1Cl. Reaction SMILES: [CH2:49]1[O:50][CH2:51][CH2:52][CH2:53]1.[CH3:32][CH2:33][CH2:34][CH2:35][N+:36]([CH2:37][CH2:38][CH2:39][CH3:40])([CH2:41][CH2:42][CH2:43][CH3:44])[CH2:45][CH2:46][CH2:47][CH3:48].[F-:31].[c:1]1([Si:2]([c:3]2[cH:4][cH:5][cH:6][cH:7][cH:19]2)([C:8]#[C:9][c:10]2[c:11]([Cl:18])[cH:12][c:13]([Cl:17])[cH:14][c:15]2[Cl:16])[c:20]2[cH:21][cH:22][cH:23][cH:24][cH:25]2)[cH:26][cH:27][cH:28][cH:29][cH:30]1>>[CH:8]#[C:9][c:10]1[c:11]([Cl:18])[cH:12][c:13]([Cl:17])[cH:14][c:15]1[Cl:16].